From a dataset of the Open Reaction Database (ORD), a public repository of structured organic reaction records. describe an organic reaction: reactants, conditions, products, and yield Starting materials: BrC(C(=O)C=1C=CC2=C(N(C(O2)=O)C)C1)C (5-(2-bromopropionyl)-3-methyl-2-benzoxazolinone), NC1=NC=CC(=C1)C (2-amino-4-methylpyridine). Yields the product CC1=C(N=C2N1C=CC(=C2)C)C=2C=CC1=C(N(C(O1)=O)C)C2 (5-(3,7-Dimethylimidazo[1,2-a]pyridin-2-yl)-3-methyl-2-benzoxazolinone). The yield is 46.0%. As a reaction SMILES: Br[CH:2]([CH3:16])[C:3]([C:5]1[CH:6]=[CH:7][C:8]2[O:12][C:11](=[O:13])[N:10]([CH3:14])[C:9]=2[CH:15]=1)=O.[NH2:17][C:18]1[CH:23]=[C:22]([CH3:24])[CH:21]=[CH:20][N:19]=1>>[CH3:16][C:2]1[N:19]2[CH:20]=[CH:21][C:22]([CH3:24])=[CH:23][C:18]2=[N:17][C:3]=1[C:5]1[CH:6]=[CH:7][C:8]2[O:12][C:11](=[O:13])[N:10]([CH3:14])[C:9]=2[CH:15]=1. Procedure: 5-(3,7-Dimethylimidazo[1,2-a]pyridin-2-yl)-3-methyl-2-benzoxazolinone (1.35 g) was prepared in the substantially same manner as that of Example 4 from 5-(2-bromopropionyl)-3-methyl-2-benzoxazolinone (2.84 g) and 2-amino-4-methylpyridine (3.24 g).